From a dataset of the Open Reaction Database (ORD), a public repository of structured organic reaction records. describe an organic reaction: reactants, conditions, products, and yield Starting materials: C(C)(C)(C)OC(COC1=CC(=CC=C1)CN)=O ((3-aminomethyl-phenoxy)-acetic acid tert-butyl ester), N1=C(C=NC=C1)C1=CC=C(C=O)C=C1 (4-pyrazin-2-yl-benzaldehyde). The solvent is C(C)N(CC)CC (triethylamine). The product is C(C)(C)(C)OC(COC1=CC(=CC=C1)CNCC1=CC=C(C=C1)C1=NC=CN=C1)=O ({3-[(4-Pyrazin-2-yl-benzylamino)-methyl]-phenoxy}-acetic acid tert-butyl ester). Reaction SMILES: [C:1]([O:5][C:6](=[O:17])[CH2:7][O:8][C:9]1[CH:14]=[CH:13][CH:12]=[C:11]([CH2:15][NH2:16])[CH:10]=1)([CH3:4])([CH3:3])[CH3:2].[N:18]1[CH:23]=[CH:22][N:21]=[CH:20][C:19]=1[C:24]1[CH:31]=[CH:30][C:27]([CH:28]=O)=[CH:26][CH:25]=1>C(N(CC)CC)C>[C:1]([O:5][C:6](=[O:17])[CH2:7][O:8][C:9]1[CH:14]=[CH:13][CH:12]=[C:11]([CH2:15][NH:16][CH2:28][C:27]2[CH:26]=[CH:25][C:24]([C:19]3[CH:20]=[N:21][CH:22]=[CH:23][N:18]=3)=[CH:31][CH:30]=2)[CH:10]=1)([CH3:4])([CH3:2])[CH3:3]. Procedure details: The title compound of Step A was prepared from (3-aminomethyl-phenoxy)-acetic acid tert-butyl ester, of Preparation 20, and 4-pyrazin-2-yl-benzaldehyde, of Preparation 27, using the method described in Example 3, Step A, except no triethylamine was used. 1H NMR (400 MHz, CDCl3) δ 9.00 (s, 1H), 8.60 (m, 1H), 8.47 (d, 1H), 7.96 (d, 2H), 7.62 (m, 1H), 7.47 (d, 2H), 7.22 (m, 1H), 6.94 (m, 1H), 6.76 (dd, 1H), 4.50 (s, 2H), 3.85 (s, 2H), 3.78 (s, 2H), 1.46 (s, 9H); MS 406 (M+1).